This data is from the Open Reaction Database (ORD), a public repository of structured organic reaction records. The task is: describe an organic reaction: reactants, conditions, products, and yield Starting materials: C1=C(C=CC2=CC=CC=C12)O (β-naphthol), C(C)(C)C=1C(=C(C=CC1)C)C(C)C (diisopropyltoluene), [OH-].[Na+] (sodium hydroxide), alkali metal salt, C1=C(C=CC2=CC=CC=C12)O (β-naphthol), C(C)(C)C=1C(=C(C=CC1)C)C(C)C (diisopropyltoluene), S(O)(O)(=O)=O (sulfuric acid), alkali metal salt, C1=C(C=CC2=CC=CC=C12)O (β-naphthol), C(=O)=O (carbon dioxide), C(=O)=O (CO2). Solvent: O (water). Reaction conditions: temperature 85 celsius. Yields the product OC1=CC2=CC=CC=C2C=C1C(=O)O (2-hydroxynaphthalene-3-carboxylic acid). RXN SMILES: [CH:1]1[C:10]2[C:5](=[CH:6][CH:7]=[CH:8][CH:9]=2)[CH:4]=[CH:3][C:2]=1[OH:11].C(C1C(C(C)C)=C(C)C=CC=1)(C)C.[OH-].[Na+].[C:27](=[O:29])=[O:28].S(=O)(=O)(O)O>O>[OH:11][C:2]1[C:3]([C:27]([OH:29])=[O:28])=[CH:4][C:5]2[C:10](=[CH:9][CH:8]=[CH:7][CH:6]=2)[CH:1]=1 |f:2.3|. Reported procedure: A reactor was charged with 75 kg/hr of β-naphthol, 30 kg/hr of diisopropyltoluene and 30 kg/hr of a 45% aqueous sodium hydroxide solution for performing the formation of an alkali metal salt of β-naphthol and primary dehydration in a nitrogen atmosphere at 180° C. (residence time: 2 hr). The reaction mixture was fed to the second reactor at a rate of 119 kg/hr where it was subjected to reaction for the formation of an alkali metal salt of β-naphthol and secondary dehydration in a nitrogen atmosp... Conditions: temperature 20 celsius, time 1 hour. Yield: 83.8%. Reactants: methanolic solution, COS(=O)(=O)O (methoxysulfonic acid), B(OC)(OC)OC (trimethyl borate), C(OC)(OC)=O (dimethyl carbonate), C(C)(=O)OC (methyl acetate), CC(=O)OCC1=C(N2[C@@H]([C@@H](C2=O)N)SC1)C(=O)O (7-ACA). Product: NC1[C@@H]2N(C(=C(CS2)COC)C(=O)O)C1=O (7-Amino-3-Methoxymethyl -3-Cephem-4-Carboxylic Acid). As a reaction SMILES: COS(O)(=O)=O.B(OC)(OC)OC.C(=O)(OC)OC.C(OC)(=O)C.C[C:26]([O:28][CH2:29][C:30]1[CH2:39][S:38][C@@H:33]2[C@H:34]([NH2:37])[C:35](=[O:36])[N:32]2[C:31]=1[C:40]([OH:42])=[O:41])=O>>[NH2:37][CH:34]1[C:35](=[O:36])[N:32]2[C:31]([C:40]([OH:42])=[O:41])=[C:30]([CH2:29][O:28][CH3:26])[CH2:39][S:38][C@H:33]12. Reported procedure: 11.9 g of a methanolic solution of methoxysulfonic acid (prepared as described in Preparation 2) and 3.11 g of trimethyl borate were added to a mixture of 25 ml of dimethyl carbonate and 5 ml of methyl acetate. The mixture was cooled to 20° C., and 2.74 g of 7-ACA were added thereto, followed by stirring at 20° C. for 1 hour. After completion of the reaction, the reaction mixture was treated following the procedures described in Example 2. 2.06 g (yield 84%) of the title compound in a highly pur... The reactants are N[C@H]1[C@H](CCCC1)NC(OC(C)(C)C)=O (tert-Butyl (1S,2R)-2-aminocyclohexylcarbamate), starting material, ClC1=NC(=C(C2=C1C(N(C2)C(=O)OC(C)(C)C)=O)F)Cl (tert-butyl 4,6-dichloro-7-fluoro-3-oxo-1H-pyrrolo[3,4-c]pyridine-2(3H)-carboxylate), CC(C)O (IPA), CCN(C(C)C)C(C)C (DIPEA). Run in CS(=O)C (DMSO). Run at temperature 78 celsius, time 34 hour. Yields the product C(C)(C)(C)OC(=O)N[C@@H]1[C@@H](CCCC1)NC1=C(C2=C(C(=N1)Cl)C(N(C2)C(=O)OC(C)(C)C)=O)F (tert-Butyl 6-((1R,2S)-2-(tert-butoxycarbonylamino)cyclohexylamino)-4-chloro-7-fluoro-3-oxo-1H-pyrrolo[3,4-c]pyridine-2(3H)-carboxylate). Yield: 72.4%. Reaction SMILES: [NH2:1][C@@H:2]1[CH2:7][CH2:6][CH2:5][CH2:4][C@@H:3]1[NH:8][C:9](=[O:15])[O:10][C:11]([CH3:14])([CH3:13])[CH3:12].[Cl:16][C:17]1[C:22]2[C:23](=[O:33])[N:24]([C:26]([O:28][C:29]([CH3:32])([CH3:31])[CH3:30])=[O:27])[CH2:25][C:21]=2[C:20]([F:34])=[C:19](Cl)[N:18]=1.CC(O)C.CCN(C(C)C)C(C)C>CS(C)=O>[C:11]([O:10][C:9]([NH:8][C@H:3]1[CH2:4][CH2:5][CH2:6][CH2:7][C@H:2]1[NH:1][C:19]1[N:18]=[C:17]([Cl:16])[C:22]2[C:23](=[O:33])[N:24]([C:26]([O:28][C:29]([CH3:30])([CH3:31])[CH3:32])=[O:27])[CH2:25][C:21]=2[C:20]=1[F:34])=[O:15])([CH3:12])([CH3:14])[CH3:13]. Procedure: To the 5-L RBF containing tert-butyl (1S,2R)-2-aminocyclohexylcarbamate (STEP A) was added tert-butyl 4,6-dichloro-7-fluoro-3-oxo-1H-pyrrolo[3,4-c]pyridine-2(3H)-carboxylate (400.0 g, 1.246 mol, 1 eq). To this mixture was added IPA (400 mL), DMSO (400 mL) and DIPEA (282 mL, 1.3 eq). The resulting pink slurry was heated up to 78° C. and was stirred for 34 hours. The mixture was then cooled to room temperature and was stirred over the weekend. HPLC analysis indicated the presence of 1.6% of the st...